This data is from the Open Reaction Database (ORD), a public repository of structured organic reaction records. The task is: describe an organic reaction: reactants, conditions, products, and yield Yield: 7.5%. RXN SMILES: [CH2:1]([O:3][CH:4]([O:15][CH2:16][CH3:17])[C:5]1[O:10][C:9](=O)[CH:8]=[C:7]([OH:12])[C:6]=1[CH2:13][CH3:14])[CH3:2].CO.[NH3:20]>>[CH2:1]([O:3][CH:4]([O:15][CH2:16][CH3:17])[C:5]1[NH:20][C:9](=[O:10])[CH:8]=[C:7]([OH:12])[C:6]=1[CH2:13][CH3:14])[CH3:2] |f:1.2|. Reported procedure: A mixture of intermediate 19 (20 g; 82 mmol) in CH3OH/NH3 (150 ml) was stirred at 60° C. for 4 hours, evaporated till dryness and taken up in diisopropyl ether. The precipitate was filtered to yield 1.5 g of intermediate 20 (7.5%). The product was used without further purification in the next reaction step. The reactants are C(C)OC(C1=C(C(=CC(O1)=O)O)CC)OCC (6-(diethoxymethyl)-5-ethyl-4-hydroxy-2H-pyran-2-one), CO.N (CH3OH NH3). Reaction conditions: temperature 60 celsius, time 4 hour. Yields the product C(C)OC(C1=C(C(=CC(N1)=O)O)CC)OCC (6-(diethoxymethyl)-5-ethyl-4-hydroxy-2(1H)-pyridinone). Starting materials: C(C)O (Ethanol), [OH-].[K+] (potassium hydroxide), C(CCC)C=1N(C(=C(N1)Cl)C=O)CC1=CC2=CN(N=C2C=C1)C1=C(C=CC=C1)C(=O)OCC (2-butyl-4-chloro-1-[2-(2-ethoxycarbonylphenyl)-2H-indazol-5-yl]methyl-1H-imidazole-5-carbaldehyde). Run in O (water). Reaction conditions: time 2 hour. Yields the product C(CCC)C=1N(C(=C(N1)Cl)C=O)CC1=CC2=CN(N=C2C=C1)C1=C(C=CC=C1)C(=O)O (2-butyl-4-chloro-1-[2-(2-carboxyphenyl)-2H-indazol-5-yl]methyl-1H-imidazole-5-carbaldehyde). The yield is 63.4%. RXN SMILES: C(O)C.[OH-].[K+].[CH2:6]([C:10]1[N:11]([CH2:18][C:19]2[CH:27]=[CH:26][C:25]3[C:21](=[CH:22][N:23]([C:28]4[CH:33]=[CH:32][CH:31]=[CH:30][C:29]=4[C:34]([O:36]CC)=[O:35])[N:24]=3)[CH:20]=2)[C:12]([CH:16]=[O:17])=[C:13]([Cl:15])[N:14]=1)[CH2:7][CH2:8][CH3:9]>O>[CH2:6]([C:10]1[N:11]([CH2:18][C:19]2[CH:27]=[CH:26][C:25]3[C:21](=[CH:22][N:23]([C:28]4[CH:33]=[CH:32][CH:31]=[CH:30][C:29]=4[C:34]([OH:36])=[O:35])[N:24]=3)[CH:20]=2)[C:12]([CH:16]=[O:17])=[C:13]([Cl:15])[N:14]=1)[CH2:7][CH2:8][CH3:9] |f:1.2|. Procedure details: Ethanol (0.8 ml), ion-exchanged water (0.2 ml), and potassium hydroxide (28 mg) were added to 2-butyl-4-chloro-1-[2-(2-ethoxycarbonylphenyl)-2H-indazol-5-yl]methyl-1H-imidazole-5-carbaldehyde (61 mg, 0.13 mmol) as obtained in Example 1, and the mixture was stirred at room temperature for 2 hours. The mixture was concentrated in an evaporator, and partitioned by ion-exchanged water (2.5 ml) and diethyl ether (5 ml). The water layer was separated and conc. hydrochloric acid was dropwise added ther...